Task: describe an organic reaction: reactants, conditions, products, and yield. Dataset: the Open Reaction Database (ORD), a public repository of structured organic reaction records Reactants: FC(F)(F)S(=O)C1=C(C=C(C=C1)Cl)Cl (2,4-Dichlorophenyl trifluoromethyl sulfoxide), O=P12OP3(=O)OP(=O)(O1)OP(=O)(O2)O3 (P2O5), C1=CC=CC=C1 (benzene), S(=O)(=O)(C(F)(F)F)OS(=O)(=O)C(F)(F)F (triflic anhydride). Run at temperature 22 celsius, time 4 day. Product: [O-]S(=O)(=O)C(F)(F)F.ClC1=C(C=CC(=C1)Cl)[S+](C(F)(F)F)C1=CC=CC=C1 ((2,4-dichlorophenyl)phenyltrifluoromethylsulfonium triflate). RXN SMILES: [F:1][C:2]([S:5]([C:7]1[CH:12]=[CH:11][C:10]([Cl:13])=[CH:9][C:8]=1[Cl:14])=O)([F:4])[F:3].O=P12OP3(OP(OP(O3)(O1)=O)(=O)O2)=O.[CH:29]1[CH:34]=[CH:33][CH:32]=[CH:31][CH:30]=1.[S:35]([O:42]S(C(F)(F)F)(=O)=O)([C:38]([F:41])([F:40])[F:39])(=[O:37])=[O:36]>>[O-:42][S:35]([C:38]([F:41])([F:40])[F:39])(=[O:37])=[O:36].[Cl:14][C:8]1[CH:9]=[C:10]([Cl:13])[CH:11]=[CH:12][C:7]=1[S+:5]([C:29]1[CH:34]=[CH:33][CH:32]=[CH:31][CH:30]=1)[C:2]([F:4])([F:3])[F:1] |f:4.5|. Procedure details: 2,4-Dichlorophenyl trifluoromethyl sulfoxide (0.71 g, 2.7 mmol), 20 ml of Fréon 113 (stored over P2O5), predistilled benzene (0.57 g, 7.3 mmol) and then triflic anhydride (1.48 g, 5.2 mmol) are introduced into a Schlenck tube placed under an inert atmosphere. The mixture is stirred for 4 days at ambient temperature (22° C.). The purification was not yet appropriate (chromatography on silica with the pentane/ethyl acetate 30/1 mixture as eluent) and did not allow the pure product to be isolated. ... Reactants: ClCC1=NC2C=3CCC4=C(C3SC2C(N1)=O)C=CC=C4 (8-chloromethyl-5,6,6b,10a-tetrahydro-9H-11-thia-7,9-diaza-benzo[a]fluoren-10-one), C(C)(C)N(CC)C(C)C (diisopropylethylamine), NC=1C=C(C=CC1)O (3-aminophenol). Solvent: CN(C=O)C (N,N-dimethylformamide). The product is OC=1C=C(C=CC1)NCC1=NC2C=3CCC4=C(C3SC2C(N1)=O)C=CC=C4 (8-[(3-hydroxyphenylamino)-methyl]-5,6,6b,10a-tetrahydro-9H-11-thia-7,9-diaza-benzo[a]fluoren-10-one). Isolated yield 31.4%. As a reaction SMILES: Cl[CH2:2][C:3]1[NH:15][C:14](=[O:16])[CH:13]2[CH:5]([C:6]3[CH2:7][CH2:8][C:9]4[CH:20]=[CH:19][CH:18]=[CH:17][C:10]=4[C:11]=3[S:12]2)[N:4]=1.C(N(C(C)C)CC)(C)C.[NH2:30][C:31]1[CH:32]=[C:33]([OH:37])[CH:34]=[CH:35][CH:36]=1>CN(C)C=O>[OH:37][C:33]1[CH:32]=[C:31]([NH:30][CH2:2][C:3]2[NH:15][C:14](=[O:16])[CH:13]3[CH:5]([C:6]4[CH2:7][CH2:8][C:9]5[CH:20]=[CH:19][CH:18]=[CH:17][C:10]=5[C:11]=4[S:12]3)[N:4]=2)[CH:36]=[CH:35][CH:34]=1. Reported procedure: A solution of EXAMPLE 12E (18 mg), diisopropylethylamine and 3-aminophenol (10 mg) in N,N-dimethylformamide (0.5 mL) were heated at 70° C. for 2 hours. The mixture was cooled and purified by HPLC on a C18 column using 0-70% acetonitrile/0.1% trifluoroacetic acid in water to provide 7 mg of the title compound as the trifluoroacetate salt. 1H NMR (DMSO-d6) δ 12.29 (s, 1H), 9.01 (s, 1H), 8.17 (bs, 1H), 7.53 (m, 1H), 7.31-7.38 (m, 3H), 6.86 (t, J=7.9 Hz, 1H), 6.11 (m, 1H), 6.06 (t, J=2.1 Hz, 1H), 6....